Task: describe an organic reaction: reactants, conditions, products, and yield. Dataset: the Open Reaction Database (ORD), a public repository of structured organic reaction records Reactants: ClCS(=O)(=O)NC1=C(C=C(C(=C1)N1C(N2[C@@H](C1=O)C[C@H](C2)O)=O)F)Cl ((6R-trans)-1-chloro-N-[2-chloro-4-fluoro-5-(tetrahydro-6-hydroxy-1,3-dioxo-1H-pyrrolo[1.2-c]imidazol-2(3H)-yl)phenyl]methanesulfonamide), CN(C)C=O (DMF), S(=O)(Cl)Cl (thionyl chloride). The solvent is C1(=CC=CC=C1)C (toluene). Run at temperature 105 celsius, time 30 minute. Yields the product ClCS(=O)(=O)NC1=C(C=C(C(=C1)N1C(N2[C@@H](C1=O)C[C@@H](C2)Cl)=O)F)Cl ((6S-cis)-1-chloro-N-[2-chloro-5-(6-chlorotetrahydro-1,3-dioxo-1H-pyrrolo[1,2-c]imidazol-2(3H)-yl)-4-fluorophenyl]methanesulfonamide). Reaction SMILES: [Cl:1][CH2:2][S:3]([NH:6][C:7]1[CH:12]=[C:11]([N:13]2[C:17](=[O:18])[C@H:16]3[CH2:19][C@@H:20](O)[CH2:21][N:15]3[C:14]2=[O:23])[C:10]([F:24])=[CH:9][C:8]=1[Cl:25])(=[O:5])=[O:4].CN(C=O)C.S(Cl)([Cl:33])=O>C1(C)C=CC=CC=1>[Cl:1][CH2:2][S:3]([NH:6][C:7]1[CH:12]=[C:11]([N:13]2[C:17](=[O:18])[C@H:16]3[CH2:19][C@H:20]([Cl:33])[CH2:21][N:15]3[C:14]2=[O:23])[C:10]([F:24])=[CH:9][C:8]=1[Cl:25])(=[O:5])=[O:4]. Reported procedure: To a stirred suspension of the title compound of Example 1, Step G (3.3 g, 8 mmol) in 25 mL toluene and 0.02 g DMF was added at 80° C. thionyl chloride (1.31 g, 11 mmol) over a period of 15 minutes. The suspension was stirred at the same temperature for 2 h and at 105° C. for 30 minutes. After cooling to room temperature, the organic layer was washed with water, dried, and the solvent was evaporated under reduced pressure to yield the title compound of Step A, a compound of this invention, in qu... The reactants are FC1=CC=C(C=C1)C1=NC=NC=C1CO ([4-(4-fluorophenyl)pyrimidin-5-yl]methanol). Reagents/catalysts: [O-2].[O-2].[Mn+4] (manganese dioxide). The solvent is O1CCCC1 (tetrahydrofuran). Reaction conditions: time 8 hour. Yields the product FC1=CC=C(C=C1)C1=NC=NC=C1C=O (4-(4-fluorophenyl)pyrimidine-5-carbaldehyde). Yield: 75.7%. Reaction SMILES: [F:1][C:2]1[CH:7]=[CH:6][C:5]([C:8]2[C:13]([CH2:14][OH:15])=[CH:12][N:11]=[CH:10][N:9]=2)=[CH:4][CH:3]=1>[O-2].[O-2].[Mn+4].O1CCCC1>[F:1][C:2]1[CH:3]=[CH:4][C:5]([C:8]2[C:13]([CH:14]=[O:15])=[CH:12][N:11]=[CH:10][N:9]=2)=[CH:6][CH:7]=1 |f:1.2.3|. Procedure: A mixture of [4-(4-fluorophenyl)pyrimidin-5-yl]methanol (4.8 g), manganese dioxide (28 g) and tetrahydrofuran (300 mL) was stirred overnight at room temperature. The reaction mixture was filtered, and the filtrate was concentrated under reduced pressure to give the title compound (3.6 g). The reactants are CC(=O)OC(C)=O, O=[N+]([O-])O, O=c1[nH]c2ccsc2[nH]c1=O. Yields the product O=c1[nH]c2cc([N+](=O)[O-])sc2[nH]c1=O. RXN SMILES: [CH3:16][C:17]([O:18][C:19](=[O:20])[CH3:21])=[O:22].[OH:12][N+:13]([O-:14])=[O:15].[nH:1]1[c:2]2[c:3]([nH:4][c:5](=[O:8])[c:6]1=[O:7])[s:9][cH:10][cH:11]2>>[nH:1]1[c:2]2[c:3]([nH:4][c:5](=[O:8])[c:6]1=[O:7])[s:9][c:10]([N+:13](=[O:12])[O-:14])[cH:11]2.